From a dataset of the Open Reaction Database (ORD), a public repository of structured organic reaction records. describe an organic reaction: reactants, conditions, products, and yield Reactants: P(=O)(O)([O-])[O-].[Na+].[Na+].P(=O)(O)(O)[O-].[Na+] (disodium hydrogen phosphate sodium dihydrogen phosphate), C(CCC)[Li] (n-butyl lithium), C(CCC)[Sn](CCCC)(CCCC)Cl (tributylstannyl chloride), C(C)OP(=O)(OCC)C1=CSC=C1 (3-(diethoxyphosphoryl)thiophene). The solvent is C1CCOC1 (THF). Reaction conditions: temperature -78 celsius, time 3 hour. Yields the product C(CCC)[Sn](C=1SC=CC1P(=O)(OCC)OCC)(CCCC)CCCC (2-(tributylstannyl)-3-(diethoxyphosphoryl)-thiophene). Yield: 96.0%. RXN SMILES: [CH2:1]([O:3][P:4]([C:9]1[CH:13]=[CH:12][S:11][CH:10]=1)([O:6][CH2:7][CH3:8])=[O:5])[CH3:2].C([Li])CCC.[CH2:19]([Sn:23](Cl)([CH2:28][CH2:29][CH2:30][CH3:31])[CH2:24][CH2:25][CH2:26][CH3:27])[CH2:20][CH2:21][CH3:22].P([O-])([O-])(O)=O.[Na+].[Na+].P([O-])(O)(O)=O.[Na+]>C1COCC1>[CH2:28]([Sn:23]([CH2:19][CH2:20][CH2:21][CH3:22])([CH2:24][CH2:25][CH2:26][CH3:27])[C:10]1[S:11][CH:12]=[CH:13][C:9]=1[P:4]([O:6][CH2:7][CH3:8])([O:3][CH2:1][CH3:2])=[O:5])[CH2:29][CH2:30][CH3:31] |f:3.4.5.6.7|. Procedure details: In THF, 1.96 g (8.90 mmols) of 3-(diethoxyphosphoryl)thiophene was dissolved and cooled down to −78° C. Commercially available n-butyl lithium (1.59 M hexane solution, 8.90 mmols) was slowly dropped, followed by stirring for 3 hours at a standing temperature. Thereafter, 3.19 g (9.80 mmols) of commercially available tributylstannyl chloride was dropped and stirred for 1.5 hours. After completion of the reaction, a disodium hydrogen phosphate/sodium dihydrogen phosphate buffer solution, adjusted ... Starting materials: C(C(C)C)(=O)C1=CC=CC=C1 (isobutyrophenone). Run in O (water). Conditions: time 5.5 hour. Product: C(CC)(=O)C1=CC=CC=C1 (propiophenone). Isolated yield 2191.5%. RXN SMILES: [C:1]([C:6]1[CH:11]=[CH:10][CH:9]=[CH:8][CH:7]=1)(=[O:5])[CH:2](C)[CH3:3]>O>[C:1]([C:6]1[CH:11]=[CH:10][CH:9]=[CH:8][CH:7]=1)(=[O:5])[CH2:2][CH3:3]. Procedure details: Example 1 was repeated except that no water was present in the feed mixture fed to the reactor; the feed rate was 279 ml/hr, the reaction time was 5.5 hours. Analysis of the condensed organic layer by gas chromatography indicated that 5.04 pounds of isobutyrophenone were produced per 100 pounds of propiophenone. The reactants are CCOC(C)=O, O=C1OC(CO)CN1c1ccc(N2CCC3(CC2)OCCO3)c(F)c1, C1CCOC1, Oc1ccon1, c1ccc(P(c2ccccc2)c2ccccc2)cc1. Product: O=C1OC(COc2ccon2)CN1c1ccc(N2CCC3(CC2)OCCO3)c(F)c1. Reaction SMILES: [CH3:56][CH2:57][O:58][C:59]([CH3:60])=[O:61].[O:1]1[CH2:2][CH2:3][O:4][C:5]12[CH2:6][CH2:7][N:8]([c:11]1[c:12]([F:25])[cH:13][c:14]([N:17]3[C:18](=[O:24])[O:19][CH:20]([CH2:22][OH:23])[CH2:21]3)[cH:15][cH:16]1)[CH2:9][CH2:10]2.[O:51]1[CH2:52][CH2:53][CH2:54][CH2:55]1.[OH:26][c:27]1[n:28][o:29][cH:30][cH:31]1.[c:32]1([P:33]([c:34]2[cH:35][cH:36][cH:37][cH:38][cH:39]2)[c:40]2[cH:41][cH:42][cH:43][cH:44][cH:45]2)[cH:46][cH:47][cH:48][cH:49][cH:50]1>>[O:1]1[CH2:2][CH2:3][O:4][C:5]12[CH2:6][CH2:7][N:8]([c:11]1[c:12]([F:25])[cH:13][c:14]([N:17]3[C:18](=[O:24])[O:19][CH:20]([CH2:22][O:23][c:27]4[n:28][o:29][cH:30][cH:31]4)[CH2:21]3)[cH:15][cH:16]1)[CH2:9][CH2:10]2. Starting materials: COC1=C2C=CC=C(C2=CC=C1)C#N (5-methoxynaphthalene-1-carbonitrile), CC(C)C[AlH]CC(C)C (DIBAL), O (water), C(C)(=O)O (Acetic acid). Solvent: C(Cl)Cl (DCM). Reaction conditions: temperature -78 celsius, time 1 hour. Yields the product COC1=C2C=CC=C(C2=CC=C1)C=O (5-Methoxynaphthalene-1-carbaldehyde). Reaction SMILES: [CH3:1][O:2][C:3]1[CH:12]=[CH:11][CH:10]=[C:9]2[C:4]=1[CH:5]=[CH:6][CH:7]=[C:8]2[C:13]#N.CC(C[AlH]CC(C)C)C.C(O)(=[O:26])C.O>C(Cl)Cl>[CH3:1][O:2][C:3]1[CH:12]=[CH:11][CH:10]=[C:9]2[C:4]=1[CH:5]=[CH:6][CH:7]=[C:8]2[CH:13]=[O:26]. Procedure details: To a solution of 5-methoxynaphthalene-1-carbonitrile (Preparation 11) (1.1 g, 6.00 mmol) in DCM (40 mL) at −78° C. under nitrogen was added DIBAL (1.0M in toluene, 18 mL) dropwise over 10 minutes. The reaction mixture was stirred at −78° C. for 1 h, warmed to rt for 1 h and then cooled to 0° C. Acetic acid (1 mL) followed by water (1 mL) were added. The mixture was partitioned between EtOAc (100 mL) and water (100 mL), the organic phase was separated and dried (MgSO4). Solvent was removed in vac... The reactants are NC1=CC(=C(C=C1)O)C (4-amino-2-methylphenol), Cl (HCl), C(\C=C\C)=O (crotonaldehyde). Run in C1(=CC=CC=C1)C (Toluene). Conditions: temperature 100 celsius. The product is CC1=NC2=CC(=C(C=C2C=C1)O)C (2,7-dimethylquinolin-6-ol). Reaction SMILES: [NH2:1][C:2]1[CH:7]=[CH:6][C:5]([OH:8])=[C:4]([CH3:9])[CH:3]=1.Cl.[CH:11](=O)/[CH:12]=[CH:13]/[CH3:14]>C1(C)C=CC=CC=1>[CH3:14][C:13]1[CH:12]=[CH:11][C:7]2[C:2](=[CH:3][C:4]([CH3:9])=[C:5]([OH:8])[CH:6]=2)[N:1]=1. Procedure details: To 4-amino-2-methylphenol (5.0 g, 40.6 mmol) was added 6M HCl (100 mL) and heated to 100° C. with stirring. Toluene (30 mL) was added followed with the slowly addition of crotonaldehyde (6.7 mL, 81.2 mmol) at 100° C. The mixture was stirred at 100° C. for 2 hours, cooled to room temperature. The water layer was separated, neutralized by NaHCO3 solution. The solid formed was filtered and collected. LCMS-ESI+: calc'd for C11H11NO: 174.1 (M+H+); Found: 174.2 (M+H+).